Task: describe an organic reaction: reactants, conditions, products, and yield. Dataset: the Open Reaction Database (ORD), a public repository of structured organic reaction records Reactants: O=C(Nc1nc2cccc(Br)n2n1)c1ccco1, CCCCO, NC1CCCC1, CCN(C(C)C)C(C)C. Product: O=C(Nc1nc2cccc(NC3CCCC3)n2n1)c1ccco1. As a reaction SMILES: [Br:1][c:2]1[cH:3][cH:4][cH:5][c:6]2[n:7]1[n:8][c:9]([NH:11][C:12](=[O:13])[c:14]1[o:15][cH:16][cH:17][cH:18]1)[n:10]2.[CH2:34]([OH:35])[CH2:36][CH2:37][CH3:38].[CH:19]1([NH2:24])[CH2:20][CH2:21][CH2:22][CH2:23]1.[CH:25]([N:26]([CH:27]([CH3:28])[CH3:29])[CH2:30][CH3:31])([CH3:32])[CH3:33]>>[c:2]1([NH:24][CH:19]2[CH2:20][CH2:21][CH2:22][CH2:23]2)[cH:3][cH:4][cH:5][c:6]2[n:7]1[n:8][c:9]([NH:11][C:12](=[O:13])[c:14]1[o:15][cH:16][cH:17][cH:18]1)[n:10]2.